This data is from the Open Reaction Database (ORD), a public repository of structured organic reaction records. The task is: describe an organic reaction: reactants, conditions, products, and yield Reactants: COC(=O)Cn1c(C)cc2cc(F)ccc21, O=Cc1snc(Cl)c1S(=O)(=O)c1ccccc1. The product is COC(=O)Cn1c(C)c(Cc2snc(Cl)c2S(=O)(=O)c2ccccc2)c2cc(F)ccc21. Reaction SMILES: [CH3:1][O:2][C:3]([CH2:4][n:5]1[c:6]([CH3:15])[cH:7][c:8]2[cH:9][c:10]([F:14])[cH:11][cH:12][c:13]12)=[O:16].[c:17]1([S:23](=[O:24])(=[O:25])[c:26]2[c:27]([Cl:33])[n:28][s:29][c:30]2[CH:31]=[O:32])[cH:18][cH:19][cH:20][cH:21][cH:22]1>>[CH3:1][O:2][C:3]([CH2:4][n:5]1[c:6]([CH3:15])[c:7]([CH2:31][c:30]2[c:26]([S:23]([c:17]3[cH:18][cH:19][cH:20][cH:21][cH:22]3)(=[O:24])=[O:25])[c:27]([Cl:33])[n:28][s:29]2)[c:8]2[cH:9][c:10]([F:14])[cH:11][cH:12][c:13]12)=[O:16].